Dataset: the Open Reaction Database (ORD), a public repository of structured organic reaction records. Task: describe an organic reaction: reactants, conditions, products, and yield Starting materials: CC1(CC=C(C=2C=CC(=CC12)[Se]C#CC1=NC=C(C(=O)OCC)C=C1)C1=CC=C(C=C1)C)C (ethyl 6-(8,8-dimethyl-5-p-tolyl-7,8-dihydro-2-naphthylselanylethynyl)nicotinate), [OH-].[Na+] (sodium hydroxide). Product: CC1(CC=C(C=2C=CC(=CC12)[Se]C#CC1=NC=C(C(=O)O)C=C1)C1=CC=C(C=C1)C)C (6-(8,8-Dimethyl-5-p-tolyl-7,8-dihydro-2-naphthylselanylethynyl)nicotinic acid). RXN SMILES: [CH3:1][C:2]1([CH3:33])[C:11]2[CH:10]=[C:9]([Se:12][C:13]#[C:14][C:15]3[CH:25]=[CH:24][C:18]([C:19]([O:21]CC)=[O:20])=[CH:17][N:16]=3)[CH:8]=[CH:7][C:6]=2[C:5]([C:26]2[CH:31]=[CH:30][C:29]([CH3:32])=[CH:28][CH:27]=2)=[CH:4][CH2:3]1.[OH-].[Na+]>>[CH3:1][C:2]1([CH3:33])[C:11]2[CH:10]=[C:9]([Se:12][C:13]#[C:14][C:15]3[CH:25]=[CH:24][C:18]([C:19]([OH:21])=[O:20])=[CH:17][N:16]=3)[CH:8]=[CH:7][C:6]=2[C:5]([C:26]2[CH:27]=[CH:28][C:29]([CH3:32])=[CH:30][CH:31]=2)=[CH:4][CH2:3]1 |f:1.2|. Reported procedure: In a manner similar to that of Example 7d, by reacting 0.9 g (1.8 mmol) of ethyl 6-(8,8-dimethyl-5-p-tolyl-7,8-dihydro-2-naphthylselanylethynyl)nicotinate with 0.36 g (9 mmol) of sodium hydroxide, a yellow solid is obtained (0.60 g; yield=71%; m.p.=171° C.).